Dataset: the Open Reaction Database (ORD), a public repository of structured organic reaction records. Task: describe an organic reaction: reactants, conditions, products, and yield Reactants: [BH4-], C1CCOC1, CO, COCCCCc1cccc(C=O)c1, Cl, [Na+]. Yields the product COCCCCc1cccc(CO)c1. Reaction SMILES: [BH4-:17].[CH2:20]1[O:21][CH2:22][CH2:23][CH2:24]1.[CH3:15][OH:16].[CH3:1][O:2][CH2:3][CH2:4][CH2:5][CH2:6][c:7]1[cH:8][c:9]([CH:10]=[O:11])[cH:12][cH:13][cH:14]1.[ClH:19].[Na+:18]>>[CH3:1][O:2][CH2:3][CH2:4][CH2:5][CH2:6][c:7]1[cH:8][c:9]([CH2:10][OH:11])[cH:12][cH:13][cH:14]1. Starting materials: O=C1C(=CC(=C2N1CC1=CC=CC=C21)C(=O)NCCNC(OC(C)(C)C)=O)C2=CC=CC=C2 (tert.-butyl [2-(4,6-dihydro-4-oxo-3-phenylpyrido[2,1-a]isoindole-1-carboxamido)ethyl]carbamate), [OH-].[Na+] (sodium hydroxide). Run in FC(C(=O)O)(F)F (trifluoroacetic acid). Conditions: time 15 minute. The product is NCCNC(=O)C1=CC(C(N2C1=C1C=CC=CC1=C2)=O)C2=CC=CC=C2 (N-(2-aminoethyl)-4,5-dihydro-4-oxo-3-phenylpyrido[2,1-a]isoindole-1-carboxamide). Yield: 44.4%. RXN SMILES: [O:1]=[C:2]1[N:7]2[CH2:8][C:9]3[C:14]([C:6]2=[C:5]([C:15]([NH:17][CH2:18][CH2:19][NH:20]C(=O)OC(C)(C)C)=[O:16])[CH:4]=[C:3]1[C:28]1[CH:33]=[CH:32][CH:31]=[CH:30][CH:29]=1)=[CH:13][CH:12]=[CH:11][CH:10]=3.[OH-].[Na+]>FC(F)(F)C(O)=O>[NH2:20][CH2:19][CH2:18][NH:17][C:15]([C:5]1[C:6]2=[C:14]3[C:9](=[CH:8][N:7]2[C:2](=[O:1])[CH:3]([C:28]2[CH:33]=[CH:32][CH:31]=[CH:30][CH:29]=2)[CH:4]=1)[CH:10]=[CH:11][CH:12]=[CH:13]3)=[O:16] |f:1.2|. Procedure details: A suspension of 0.9 g of tert.-butyl [2-(4,6-dihydro-4-oxo-3-phenylpyrido[2,1-a]isoindole-1-carboxamido)ethyl]carbamate in 1.6 ml of trifluoroacetic acid was stirred at room temperature. The reaction was finished after about 15 minutes and the reaction mixture was treated slowly with 36 ml of 0.25N sodium hydroxide solution, whereby the product crystallized out. The product was stirred for a short time and then filtered off under suction. After chromatography on silica gel with methylene chlorid... Reactants: CC(C)O, CCN(C(C)C)C(C)C, Clc1ncc(Cl)c(Cl)n1, Nc1ccccc1C1(O)CCC1. Product: OC1(c2ccccc2Nc2nc(Cl)ncc2Cl)CCC1. Reaction SMILES: [CH3:31][CH:32]([OH:33])[CH3:34].[CH:22]([N:23]([CH2:24][CH3:25])[CH:26]([CH3:27])[CH3:28])([CH3:29])[CH3:30].[Cl:13][c:14]1[n:15][cH:16][c:17]([Cl:21])[c:18]([Cl:20])[n:19]1.[NH2:1][c:2]1[c:3]([C:8]2([OH:12])[CH2:9][CH2:10][CH2:11]2)[cH:4][cH:5][cH:6][cH:7]1>>[NH:1]([c:2]1[c:3]([C:8]2([OH:12])[CH2:9][CH2:10][CH2:11]2)[cH:4][cH:5][cH:6][cH:7]1)[c:18]1[c:17]([Cl:21])[cH:16][n:15][c:14]([Cl:13])[n:19]1. Starting materials: O=C([O-])[O-], CI, [K+], [K+], CN(C)C=O, O, c1ccc(OCCCCCSc2nc3ccccc3[nH]2)nc1. The product is Cn1c(SCCCCCOc2ccccn2)nc2ccccc21. As a reaction SMILES: [C:23](=[O:24])([O-:25])[O-:26].[CH3:29][I:30].[K+:27].[K+:28].[O:32]=[CH:33][N:34]([CH3:35])[CH3:36].[OH2:31].[n:1]1[c:2]([O:7][CH2:8][CH2:9][CH2:10][CH2:11][CH2:12][S:13][c:14]2[nH:15][c:16]3[c:17]([n:18]2)[cH:19][cH:20][cH:21][cH:22]3)[cH:3][cH:4][cH:5][cH:6]1>>[n:1]1[c:2]([O:7][CH2:8][CH2:9][CH2:10][CH2:11][CH2:12][S:13][c:14]2[n:15][c:16]3[c:17]([n:18]2[CH3:23])[cH:19][cH:20][cH:21][cH:22]3)[cH:3][cH:4][cH:5][cH:6]1. The reactants are Cl (Hydrochloric acid), O1C=C(C=C1)C1=C(C=NN1C)/C=C/C(=O)OCC (ethyl (2E)-3-[5-(3-furyl)-1-methyl-1H-pyrazol-4-yl]acrylate), O1CCCC1 (tetrahydrofuran), [OH-].[Na+] (sodium hydroxide). Product: O1C=C(C=C1)C1=C(C=NN1C)/C=C/C(=O)O ((2E)-3-[5-(3-furyl)-1-methyl-1H-pyrazol-4-yl]acrylic acid). Isolated yield 99.2%. Solvent: C(C)O (ethanol). Run at temperature 60 celsius, time 1 hour. Reported procedure: To a mixture of ethyl (2E)-3-[5-(3-furyl)-1-methyl-1H-pyrazol-4-yl]acrylate (800 mg), tetrahydrofuran (10 ml) and ethanol (10 ml) was added 2N aqueous sodium hydroxide solution (6.5 ml) and the mixture was stirred at 60° C. for 1 hr. 1N Hydrochloric acid was poured into the reaction mixture, and the precipitated solids were collected by filtration, washed with water and dried with airflow to give (2E)-3-[5-(3-furyl)-1-methyl-1H-pyrazol-4-yl]acrylic acid (703 mg, 99%) as crystals. Recrystallizati... RXN SMILES: [O:1]1[CH:5]=[CH:4][C:3]([C:6]2[N:10]([CH3:11])[N:9]=[CH:8][C:7]=2/[CH:12]=[CH:13]/[C:14]([O:16]CC)=[O:15])=[CH:2]1.O1CCCC1.[OH-].[Na+].Cl>C(O)C>[O:1]1[CH:5]=[CH:4][C:3]([C:6]2[N:10]([CH3:11])[N:9]=[CH:8][C:7]=2/[CH:12]=[CH:13]/[C:14]([OH:16])=[O:15])=[CH:2]1 |f:2.3|. The reactants are FC1=C(C=C(C(=O)O)C=C1)[N+](=O)[O-] (4-fluoro-3-nitrobenzoic acid), O=S(Cl)Cl (SOCl2), BrC1=CC=C(N)C=C1 (4-bromoaniline), TEA. The reagents and catalysts are CN(C)C=O (DMF). Run in C(Cl)Cl (DCM). Run at time 1 hour. Product: BrC1=CC=C(C=C1)NC(C1=CC(=C(C=C1)F)[N+](=O)[O-])=O (N-(4-Bromophenyl)-4-fluoro-3-nitrobenzamide). Reaction SMILES: [F:1][C:2]1[CH:10]=[CH:9][C:5]([C:6]([OH:8])=O)=[CH:4][C:3]=1[N+:11]([O-:13])=[O:12].O=S(Cl)Cl.[Br:18][C:19]1[CH:25]=[CH:24][C:22]([NH2:23])=[CH:21][CH:20]=1>CN(C=O)C.C(Cl)Cl>[Br:18][C:19]1[CH:25]=[CH:24][C:22]([NH:23][C:6](=[O:8])[C:5]2[CH:9]=[CH:10][C:2]([F:1])=[C:3]([N+:11]([O-:13])=[O:12])[CH:4]=2)=[CH:21][CH:20]=1. Reported procedure: A mixture of 4-fluoro-3-nitrobenzoic acid (10.0 g; 54.0 mmol), SOCl2 (20.0 mL; 270 mmol) and DMF (2-3 drops) was refluxed for 4 h, concentrated and the residue was dissolved in DCM (25 mL) and slowly added to a mixture of 4-bromoaniline (9.3 g; 54.1 mmol) and TEA (11.4 mL; 81.0 mmol) in DCM (50 mL) at 0° C. The mixture was stirred for 1 h at rt, concentrated, EtOAc was added and the organic phase was washed with aqueous NaHCO3, aqueous HCl (1 M), dried over Na2SO4, filtered and concentrated to g... The reactants are [Al+3], Cc1ccc(C)n1C, [Cl-], [Cl-], [Cl-], [Cl-], ClCCl, O=C(Cl)CCl. Yields the product Cc1cc(C(=O)CCl)c(C)n1C. As a reaction SMILES: [Al+3:2].[CH3:10][n:11]1[c:12]([CH3:17])[cH:13][cH:14][c:15]1[CH3:16].[Cl-:18].[Cl-:1].[Cl-:3].[Cl-:4].[Cl:19][CH2:20][Cl:21].[Cl:5][CH2:6][C:7](=[O:8])[Cl:9]>>[Cl:5][CH2:6][C:7](=[O:8])[c:13]1[c:12]([CH3:17])[n:11]([CH3:10])[c:15]([CH3:16])[cH:14]1.